Dataset: the Open Reaction Database (ORD), a public repository of structured organic reaction records. Task: describe an organic reaction: reactants, conditions, products, and yield Reactants: four-necked, Cl (hydrochloric acid), ClC1=C(C(=O)Cl)C=CC=C1 (2-Chlorobenzoyl chloride), BrC(C(=O)OCC)(C)C (ethyl 2-bromo-2,2-dimethylacetate). The reagents and catalysts are [Zn] (zinc). The solvent is CCOCC (ether). Yields the product CC(C(=O)OCC)(C)C(C1=C(C=CC=C1)Cl)=O (ethyl 2,2-dimethyl(2-chlorobenzoyl)acetate). Isolated yield 54.2%. As a reaction SMILES: [Cl:1][C:2]1[CH:10]=[CH:9][CH:8]=[CH:7][C:3]=1[C:4](Cl)=[O:5].Br[C:12]([CH3:19])([CH3:18])[C:13]([O:15][CH2:16][CH3:17])=[O:14].Cl>CCOCC.[Zn]>[CH3:18][C:12]([C:4](=[O:5])[C:3]1[CH:7]=[CH:8][CH:9]=[CH:10][C:2]=1[Cl:1])([CH3:19])[C:13]([O:15][CH2:16][CH3:17])=[O:14]. Reported procedure: 2-Chlorobenzoyl chloride (17.5 g, 0.1 mol) and ethyl 2-bromo-2,2-dimethylacetate (19.5 g, 0.1 mol) were diluted with ether (200 ml) and added dropwise into a 300 ml four-necked flask containing a zinc powder (13.0 g, 0.2 mol). After adding dropwise about 30 ml, the mixture was heated and the remaining solution was added dropwise over 2 h under reflux. After the completion of the dropwise addition, the mixture was refluxed for 4 h and allowed to cool, and 1N-hydrochloric acid (100 ml) was added d... The reactants are Cc1cccc(C)c1OCCCCl, COc1cc2c(cc1OC)C(=O)N(CC1CCCNC1)CC2. The product is Cl, COc1cc2c(cc1OC)C(=O)N(CC1CCCN(CCCOc3c(C)cccc3C)C1)CC2. Reaction SMILES: [Cl:23][CH2:24][CH2:25][CH2:26][O:27][c:28]1[c:29]([CH3:35])[cH:30][cH:31][cH:32][c:33]1[CH3:34].[NH:1]1[CH2:2][CH:3]([CH2:7][N:8]2[C:9](=[O:22])[c:10]3[cH:11][c:12]([O:20][CH3:21])[c:13]([O:18][CH3:19])[cH:14][c:15]3[CH2:16][CH2:17]2)[CH2:4][CH2:5][CH2:6]1>>[ClH:23].[N:1]1([CH2:24][CH2:25][CH2:26][O:27][c:28]2[c:29]([CH3:35])[cH:30][cH:31][cH:32][c:33]2[CH3:34])[CH2:2][CH:3]([CH2:7][N:8]2[C:9](=[O:22])[c:10]3[cH:11][c:12]([O:20][CH3:21])[c:13]([O:18][CH3:19])[cH:14][c:15]3[CH2:16][CH2:17]2)[CH2:4][CH2:5][CH2:6]1. The reactants are C1(CC1)CN1[C@H]2[C@H]3C[C@@H]([C@@H]([C@H]4[C@@]3(C3=C(C(=C5C(=C3C2)CC5)O)O4)CC1)O)[C@@](C)(C(C)(C)C)O (17-cyclopropylmethyl-7α-[(2S)-3,3-dimethyl-2-hydroxybutan-2-yl]-4,5α-epoxy-3,6-dihydroxy-6α,14α-ethanomorphinan), C(C=C)N1[C@H]2[C@H]3C[C@@H]([C@@H]([C@H]4[C@@]3(C3=C(C(=C5C(=C3C2)CC5)O)O4)CC1)OC)[C@@](C)(C(C)(C)C)O (17-allyl-7α-[(2S)-3,3-dimethyl-2-hydroxybutan-2-yl]-4,5α-epoxy-3-hydroxy-6-methoxy-6α,14α-ethanomorphinan), C[C@]([C@H]1C[C@@]23CC[C@]1([C@H]4[C@@]25CCN([C@@H]3CC6=C5C(=C(C=C6)O)O4)CC7CC7)OC)(C(C)(C)C)O (buprenorphine). Yields the product C(C=C)N1[C@H]2[C@H]3C[C@@H]([C@@H]([C@H]4[C@@]3(C3=C(C(=C5C(=C3C2)CC5)O)O4)CC1)O)[C@@](C)(C(C)(C)C)O (17-allyl-7α-[(2S)-3,3-dimethyl-2-hydroxybutan-2-yl]-4,5α-epoxy-3,6-dihydroxy-6α,14α-ethanomorphinan). Yield: 75.8%. As a reaction SMILES: [CH:1]1([CH2:4][N:5]2[CH2:25][CH2:24][C@@:12]34[C:13]5[C:18]6[CH2:19][C@@H:6]2[C@H:7]3[CH2:8][C@H:9]([C@:27]([OH:33])([C:29]([CH3:32])([CH3:31])[CH3:30])[CH3:28])[C@H:10]([OH:26])[C@@H:11]4[O:23][C:14]=5[C:15]([OH:22])=[C:16]2[CH2:21][CH2:20][C:17]2=6)C[CH2:2]1.C(N1CC[C@@]23C4C5C[C@@H]1[C@H]2C[C@H]([C@](O)(C(C)(C)C)C)[C@H](OC)[C@@H]3OC=4C(O)=C1CCC1=5)C=C.C[C@@](O)(C(C)(C)C)[C@@H]1[C@]2(OC)[C@@H]3OC4=C(O)C=CC5=C4[C@]43CCN(CC3CC3)[C@H](C5)[C@@]4(CC2)C1>>[CH2:4]([N:5]1[CH2:25][CH2:24][C@@:12]23[C:13]4[C:18]5[CH2:19][C@@H:6]1[C@H:7]2[CH2:8][C@H:9]([C@:27]([OH:33])([C:29]([CH3:32])([CH3:31])[CH3:30])[CH3:28])[C@H:10]([OH:26])[C@@H:11]3[O:23][C:14]=4[C:15]([OH:22])=[C:16]1[CH2:21][CH2:20][C:17]1=5)[CH:1]=[CH2:2]. Procedure details: Compound 16 was synthesized similar to the procedure described in Example 1 for the preparation of compound 2 using compound 15 rather than compound 1. After column chromatography, 4.0 g of compound 16 (75.8%) was obtained with a purity of 98.5%. Starting materials: CCC=CCC=CCC=CCC=CCC=CCC=CCCC(=O)N1CCN(C(=O)OC(C)(C)C)CC1, O=C([O-])[O-], ClCCl, [Na+], [Na+]. The product is CCC=CCC=CCC=CCC=CCC=CCC=CCCC(=O)N1CCNCC1. As a reaction SMILES: [C:1]([CH2:2][CH2:3][CH:4]=[CH:5][CH2:6][CH:7]=[CH:8][CH2:9][CH:10]=[CH:11][CH2:12][CH:13]=[CH:14][CH2:15][CH:16]=[CH:17][CH2:18][CH:19]=[CH:20][CH2:21][CH3:22])(=[O:23])[N:24]1[CH2:25][CH2:26][N:27]([C:30]([O:31][C:32]([CH3:33])([CH3:34])[CH3:35])=[O:36])[CH2:28][CH2:29]1.[C:37](=[O:38])([O-:39])[O-:40].[Cl:43][CH2:44][Cl:45].[Na+:41].[Na+:42]>>[C:1]([CH2:2][CH2:3][CH:4]=[CH:5][CH2:6][CH:7]=[CH:8][CH2:9][CH:10]=[CH:11][CH2:12][CH:13]=[CH:14][CH2:15][CH:16]=[CH:17][CH2:18][CH:19]=[CH:20][CH2:21][CH3:22])(=[O:23])[N:24]1[CH2:25][CH2:26][NH:27][CH2:28][CH2:29]1. RXN SMILES: [C:1]1(=[O:8])[CH2:2][CH2:3][CH2:4][CH2:5][CH2:6][CH2:7]1.[CH3:22][CH2:23][OH:24].[CH3:27][CH2:28][O:29][CH2:30][CH3:31].[CH3:32][OH:33].[Cl-:25].[NH4+:26].[O:9]1[CH:10]([O:15][CH2:16][C:17](=[O:18])[O:19][CH2:20][CH3:21])[CH2:11][CH2:12][CH2:13][CH2:14]1>>[C:1]1(=[O:8])[CH:2]([C:17]([CH2:16][O:15][CH:10]2[O:9][CH2:14][CH2:13][CH2:12][CH2:11]2)=[O:18])[CH2:3][CH2:4][CH2:5][CH2:6][CH2:7]1. The reactants are O=C1CCCCCC1, CCO, CCOCC, CO, [Cl-], [NH4+], CCOC(=O)COC1CCCCO1. Product: O=C1CCCCCC1C(=O)COC1CCCCO1.